This data is from the Open Reaction Database (ORD), a public repository of structured organic reaction records. The task is: describe an organic reaction: reactants, conditions, products, and yield Starting materials: Cn1c2c(ccc1=O)C(=O)CCC2, Cc1ccccc1, NCCc1ccc(Cl)cc1, Cc1ccc(S(=O)(=O)O)cc1. Product: Cn1c2c(ccc1=O)C(NCCc1ccc(Cl)cc1)CCC2. RXN SMILES: [CH3:11][n:12]1[c:13](=[O:23])[cH:14][cH:15][c:16]2[c:21]1[CH2:20][CH2:19][CH2:18][C:17]2=[O:22].[CH3:35][c:36]1[cH:37][cH:38][cH:39][cH:40][cH:41]1.[Cl:1][c:2]1[cH:3][cH:4][c:5]([CH2:8][CH2:9][NH2:10])[cH:6][cH:7]1.[c:24]1([CH3:25])[cH:26][cH:27][c:28]([S:29]([OH:30])(=[O:31])=[O:32])[cH:33][cH:34]1>>[Cl:1][c:2]1[cH:3][cH:4][c:5]([CH2:8][CH2:9][NH:10][CH:17]2[c:16]3[cH:15][cH:14][c:13](=[O:23])[n:12]([CH3:11])[c:21]3[CH2:20][CH2:19][CH2:18]2)[cH:6][cH:7]1. Reactants: ice, C1(=CC=CC=C1)/C=C/C(=O)C1=CC=C(CC2C(NC(S2)=O)=O)C=C1 ((E)-5-[4-(3-Phenyl-2-propenoyl)benzyl]thiazolidine-2,4-dione), C(C)[SiH](CC)CC (triethylsilane). The solvent is O (water), FC(C(=O)O)(F)F (trifluoroacetic acid). Conditions: temperature 0 celsius, time 25 minute. Product: C1(=CC=CC=C1)CCC(=O)C1=CC=C(CC2C(NC(S2)=O)=O)C=C1 (5-[4-(3-Phenylpropionyl)benzyl]thiazolidine-2,4-dione). Isolated yield 82.4%. RXN SMILES: [C:1]1(/[CH:7]=[CH:8]/[C:9]([C:11]2[CH:24]=[CH:23][C:14]([CH2:15][CH:16]3[S:20][C:19](=[O:21])[NH:18][C:17]3=[O:22])=[CH:13][CH:12]=2)=[O:10])[CH:6]=[CH:5][CH:4]=[CH:3][CH:2]=1.C([SiH](CC)CC)C>FC(F)(F)C(O)=O.O>[C:1]1([CH2:7][CH2:8][C:9]([C:11]2[CH:24]=[CH:23][C:14]([CH2:15][CH:16]3[S:20][C:19](=[O:21])[NH:18][C:17]3=[O:22])=[CH:13][CH:12]=2)=[O:10])[CH:6]=[CH:5][CH:4]=[CH:3][CH:2]=1. Reported procedure: To an ice-cooled solution of the title product of Example 39 (2.0 g, 5.9 mmol) in trifluoroacetic acid (20 ml) was added triethylsilane (0.95 ml, 5.9 mmol). The mixture was stirred for 25 minutes at 0° C., then diluted with water (50 ml) and extracted with ether (2×40 ml). The combined extracts were washed with water (2×40 ml) and 5% sodium bicarbonate (2×40 ml), dried over sodium sulfate and concentrated in vacuo. The residue was triturated with hexane to give present title product as a pale ye... Starting materials: C(#N)CC1COC2=C(C=3N(C1)C=1C=C(C=CC1C3C3CCCCC3)C(=O)OC)C=CC=C2 (methyl 7(R,S)-(cyanomethyl)-14-cyclohexyl-7,8-dihydro-6H-indolo[1,2-e][1,5]benzoxazocine-11-carboxylate). The reagents and catalysts are [Pt](=O)=O (Platinum(IV) oxide). Run in CO (MeOH). Conditions: time 4 hour. Yields the product NCCC1COC2=C(C=3N(C1)C=1C=C(C=CC1C3C3CCCCC3)C(=O)OC)C=CC=C2 (methyl 7(R,S)-(2-aminoethyl)-14-cyclohexyl-7,8-dihydro-6H-indolo[1,2-e][1,5]benzoxazocine-11-carboxylate). The yield is 12.0%. RXN SMILES: [C:1]([CH2:3][CH:4]1[CH2:11][N:10]2[C:12]3[CH:13]=[C:14]([C:25]([O:27][CH3:28])=[O:26])[CH:15]=[CH:16][C:17]=3[C:18]([CH:19]3[CH2:24][CH2:23][CH2:22][CH2:21][CH2:20]3)=[C:9]2[C:8]2[CH:29]=[CH:30][CH:31]=[CH:32][C:7]=2[O:6][CH2:5]1)#[N:2]>CO.[Pt](=O)=O>[NH2:2][CH2:1][CH2:3][CH:4]1[CH2:11][N:10]2[C:12]3[CH:13]=[C:14]([C:25]([O:27][CH3:28])=[O:26])[CH:15]=[CH:16][C:17]=3[C:18]([CH:19]3[CH2:20][CH2:21][CH2:22][CH2:23][CH2:24]3)=[C:9]2[C:8]2[CH:29]=[CH:30][CH:31]=[CH:32][C:7]=2[O:6][CH2:5]1. Procedure details: Platinum(IV) oxide (0.5 eq.) was added to a solution of methyl 7(R,S)-(cyanomethyl)-14-cyclohexyl-7,8-dihydro-6H-indolo[1,2-e][1,5]benzoxazocine-11-carboxylate (0.20 M) in MeOH. The atmosphere in the reaction vessel was exchanged for H2, and the reaction stirred vigorously at RT for 4 h. The reaction vessel was flushed with N2, and the reaction mixture filtered through a plug of CELITE (washing well with MeOH and EtOAc). Volatiles were removed in vacuo to afford the crude product which was purif... Starting materials: BrC1=C(C(=O)OC(C)C)C=C(C(=C1)F)NC(=O)NC1=C(CCC1)C(=O)OCC (isopropyl 2-bromo-4-fluoro-5-{3-[2-(ethoxycarbonyl)-1-cyclopenten-1-yl]ureido}-benzoate), [Na] (sodium). The solvent is C(C)(C)O (isopropanol). The product is BrC1=C(C(=O)OC(C)C)C=C(C(=C1)F)N1C(NC2=C(C1=O)CCC2)=O (isopropyl 2-bromo-4-fluoro-5-(1,2,4,5,6,7-hexahydro-2,4-dioxo-3H-cyclopenta[d]pyrimidin-3-yl)-benzoate). RXN SMILES: [Br:1][C:2]1[CH:13]=[C:12]([F:14])[C:11]([NH:15][C:16]([NH:18][C:19]2[CH2:23][CH2:22][CH2:21][C:20]=2[C:24]([O:26]CC)=O)=[O:17])=[CH:10][C:3]=1[C:4]([O:6][CH:7]([CH3:9])[CH3:8])=[O:5].[Na]>C(O)(C)C>[Br:1][C:2]1[CH:13]=[C:12]([F:14])[C:11]([N:15]2[C:24](=[O:26])[C:20]3[CH2:21][CH2:22][CH2:23][C:19]=3[NH:18][C:16]2=[O:17])=[CH:10][C:3]=1[C:4]([O:6][CH:7]([CH3:8])[CH3:9])=[O:5] |^1:28|. Reported procedure: using isopropyl 2-bromo-4-fluoro-5-{3-[2-(ethoxycarbonyl)-1-cyclopenten-1-yl]ureido}-benzoate with sodium isopropylate in isopropanol there is obtained isopropyl 2-bromo-4-fluoro-5-(1,2,4,5,6,7-hexahydro-2,4-dioxo-3H-cyclopenta[d]pyrimidin-3-yl)-benzoate, m.p. 214°-216° C., The reactants are CC(C)(C)CCN, Cc1ccccc1, CC(C)(C)OC(=O)N1CCC(c2ccccc2C=O)CC1. Yields the product CC(C)(C)CCN=Cc1ccccc1C1CCN(C(=O)OC(C)(C)C)CC1. RXN SMILES: [CH3:22][C:23]([CH2:24][CH2:25][NH2:26])([CH3:27])[CH3:28].[CH3:29][c:30]1[cH:31][cH:32][cH:33][cH:34][cH:35]1.[CH:1](=[O:2])[c:3]1[c:4]([CH:9]2[CH2:10][CH2:11][N:12]([C:15](=[O:16])[O:17][C:18]([CH3:19])([CH3:20])[CH3:21])[CH2:13][CH2:14]2)[cH:5][cH:6][cH:7][cH:8]1>>[CH:1]([c:3]1[c:4]([CH:9]2[CH2:10][CH2:11][N:12]([C:15](=[O:16])[O:17][C:18]([CH3:19])([CH3:20])[CH3:21])[CH2:13][CH2:14]2)[cH:5][cH:6][cH:7][cH:8]1)=[N:26][CH2:25][CH2:24][C:23]([CH3:22])([CH3:27])[CH3:28]. Reactants: C1COCCO1, Cl, CC(C)(C)OC(=O)NC1CCC(c2cccc(F)c2F)CN(CC(F)(F)F)C1=S. Yields the product NC1CCC(c2cccc(F)c2F)CN(CC(F)(F)F)C1=S. As a reaction SMILES: [CH2:31]1[O:32][CH2:33][CH2:34][O:35][CH2:36]1.[ClH:1].[F:2][c:3]1[c:4]([CH:10]2[CH2:11][CH2:12][CH:13]([NH:23][C:24](=[O:25])[O:26][C:27]([CH3:28])([CH3:29])[CH3:30])[C:14](=[S:22])[N:15]([CH2:17][C:18]([F:19])([F:20])[F:21])[CH2:16]2)[cH:5][cH:6][cH:7][c:8]1[F:9]>>[F:2][c:3]1[c:4]([CH:10]2[CH2:11][CH2:12][CH:13]([NH2:23])[C:14](=[S:22])[N:15]([CH2:17][C:18]([F:19])([F:20])[F:21])[CH2:16]2)[cH:5][cH:6][cH:7][c:8]1[F:9]. The reactants are [Al+3], C1CCOC1, Cc1ccccc1, O=C(O)C(CN1CCC(c2noc3cc(F)ccc23)CC1)c1ccccc1, [H-], [H-], [H-], [H-], [Li+], O. The product is OCC(CN1CCC(c2noc3cc(F)ccc23)CC1)c1ccccc1. As a reaction SMILES: [Al+3:29].[CH2:34]1[O:35][CH2:36][CH2:37][CH2:38]1.[CH3:40][c:41]1[cH:42][cH:43][cH:44][cH:45][cH:46]1.[F:1][c:2]1[cH:3][c:4]2[c:5]([c:6]([CH:9]3[CH2:10][CH2:11][N:12]([CH2:15][CH:16]([C:17](=[O:18])[OH:19])[c:20]4[cH:21][cH:22][cH:23][cH:24][cH:25]4)[CH2:13][CH2:14]3)[n:7][o:8]2)[cH:26][cH:27]1.[H-:28].[H-:31].[H-:32].[H-:33].[Li+:30].[OH2:39]>>[F:1][c:2]1[cH:3][c:4]2[c:5]([c:6]([CH:9]3[CH2:10][CH2:11][N:12]([CH2:15][CH:16]([CH2:17][OH:18])[c:20]4[cH:21][cH:22][cH:23][cH:24][cH:25]4)[CH2:13][CH2:14]3)[n:7][o:8]2)[cH:26][cH:27]1. Starting materials: CCO, CC(C)(C)OC(=O)C=Cc1cccc(CO)n1, O=[Pt]=O. The product is CC(C)(C)OC(=O)CCc1cccc(CO)n1. Reaction SMILES: [CH3:18][CH2:19][OH:20].[OH:1][CH2:2][c:3]1[cH:4][cH:5][cH:6][c:7]([CH:9]=[CH:10][C:11](=[O:12])[O:13][C:14]([CH3:15])([CH3:16])[CH3:17])[n:8]1.[Pt:21](=[O:22])=[O:23]>>[OH:1][CH2:2][c:3]1[cH:4][cH:5][cH:6][c:7]([CH2:9][CH2:10][C:11](=[O:12])[O:13][C:14]([CH3:15])([CH3:16])[CH3:17])[n:8]1. The reactants are N#CCBr, Cc1c(-c2ccccc2)n(Cc2ccccc2)c2cc(-c3ccc(O)cc3)ccc12, CC(C)=O, [K+], [K+], O=C([O-])[O-]. Yields the product Cc1c(-c2ccccc2)n(Cc2ccccc2)c2cc(-c3ccc(OCC#N)cc3)ccc12. RXN SMILES: [Br:37][CH2:38][C:39]#[N:40].[CH2:1]([c:2]1[cH:3][cH:4][cH:5][cH:6][cH:7]1)[n:8]1[c:9](-[c:25]2[cH:26][cH:27][cH:28][cH:29][cH:30]2)[c:10]([CH3:24])[c:11]2[cH:12][cH:13][c:14](-[c:17]3[cH:18][cH:19][c:20]([OH:23])[cH:21][cH:22]3)[cH:15][c:16]12.[CH3:41][C:42](=[O:43])[CH3:44].[K+:31].[K+:32].[O-:33][C:34]([O-:35])=[O:36]>>[CH2:1]([c:2]1[cH:3][cH:4][cH:5][cH:6][cH:7]1)[n:8]1[c:9](-[c:25]2[cH:26][cH:27][cH:28][cH:29][cH:30]2)[c:10]([CH3:24])[c:11]2[cH:12][cH:13][c:14](-[c:17]3[cH:18][cH:19][c:20]([O:23][CH2:38][C:39]#[N:40])[cH:21][cH:22]3)[cH:15][c:16]12.